Task: describe an organic reaction: reactants, conditions, products, and yield. Dataset: the Open Reaction Database (ORD), a public repository of structured organic reaction records The reactants are O=C(Cl)Oc1ccc([N+](=O)[O-])cc1, ClCCl, COC1=NC(C)=C(C(C)=O)C(c2cc(F)c(F)c(F)c2)N1, c1ccncc1. Yields the product COC1=NC(C)=C(C(C)=O)C(c2cc(F)c(F)c(F)c2)N1C(=O)Oc1ccc([N+](=O)[O-])cc1. RXN SMILES: [Cl:1][C:2](=[O:3])[O:4][c:5]1[cH:6][cH:7][c:8]([N+:11](=[O:12])[O-:13])[cH:9][cH:10]1.[Cl:41][CH2:42][Cl:43].[F:14][c:15]1[cH:16][c:17]([CH:23]2[C:24]([C:32]([CH3:33])=[O:34])=[C:25]([CH3:31])[N:26]=[C:27]([O:29][CH3:30])[NH:28]2)[cH:18][c:19]([F:22])[c:20]1[F:21].[cH:35]1[cH:36][cH:37][n:38][cH:39][cH:40]1>>[C:2](=[O:3])([O:4][c:5]1[cH:6][cH:7][c:8]([N+:11](=[O:12])[O-:13])[cH:9][cH:10]1)[N:28]1[CH:23]([c:17]2[cH:16][c:15]([F:14])[c:20]([F:21])[c:19]([F:22])[cH:18]2)[C:24]([C:32]([CH3:33])=[O:34])=[C:25]([CH3:31])[N:26]=[C:27]1[O:29][CH3:30]. The reactants are C1(CC1)C(=O)C1=CC=C(C=C1)N(C)C (p-N,N-Dimethylaminophenyl cyclopropyl ketone), CN(C=O)C (dimethylformamide), CI (Methyl iodide). Solvent: C(C)(=O)OCC (Ethyl acetate). Run at time 18 hour. The product is [I-].C1(CC1)C(=O)C1=CC=C([N+](C)(C)C)C=C1 (p-Cyclopropanoyl N,N,N-Trimethylanilinium Iodide). Yield: 17.2%. As a reaction SMILES: [CH:1]1([C:4]([C:6]2[CH:11]=[CH:10][C:9]([N:12]([CH3:14])[CH3:13])=[CH:8][CH:7]=2)=[O:5])[CH2:3][CH2:2]1.[CH3:15]N(C)C=O.C[I:21]>C(OCC)(=O)C>[I-:21].[CH:1]1([C:4]([C:6]2[CH:7]=[CH:8][C:9]([N+:12]([CH3:15])([CH3:14])[CH3:13])=[CH:10][CH:11]=2)=[O:5])[CH2:2][CH2:3]1 |f:4.5|. Procedure: p-N,N-Dimethylaminophenyl cyclopropyl ketone (186.50 mg, 0.99 mmol) is added to 2 ml of dimethylformamide (DMF). Methyl iodide (0.24 g, 7.4 mmol) is added to the solution, the flask stoppered and the solution stirred for 18 hrs. Ethyl acetate is added to the flask to precipitate the product and the solution is filtered. The precipitate is washed with ethyl acetate, ether and chloroform. The precipitate is then dissolved in a minimal amount of methanol and filtered. Ether is added to the filtrate... Reactants: BrC=1C=C(C=NC1)CN1CCOCC1 (4-(5-bromo-pyridin-3-ylmethyl)-morpholine), C(CC#C)N1CCCCC1 (1-but-3-ynyl-piperidine). Yields the product N1(CCCCC1)CCC#CC=1C=C(C=NC1)CN1CCOCC1 (4-[5-(4-Piperidin-1-yl-but-1-ynyl)-pyridin-3-ylmethyl]-morpholine). RXN SMILES: Br[C:2]1[CH:3]=[C:4]([CH2:8][N:9]2[CH2:14][CH2:13][O:12][CH2:11][CH2:10]2)[CH:5]=[N:6][CH:7]=1.[CH2:15]([N:19]1[CH2:24][CH2:23][CH2:22][CH2:21][CH2:20]1)[CH2:16][C:17]#[CH:18]>>[N:19]1([CH2:15][CH2:16][C:17]#[C:18][C:2]2[CH:3]=[C:4]([CH2:8][N:9]3[CH2:14][CH2:13][O:12][CH2:11][CH2:10]3)[CH:5]=[N:6][CH:7]=2)[CH2:24][CH2:23][CH2:22][CH2:21][CH2:20]1. Procedure: This compound was made in a similar way as described in Example 18, Step D, using 4-(5-bromo-pyridin-3-ylmethyl)-morpholine and 1-but-3-ynyl-piperidine (57%). MS (ESI): exact mass calcd. for C19H27N3O, 313.45; m/z found, 314.5 [M+H]+. 1H NMR (500 MHz, CDCl3): 8.49 (d, J=1.9,1H), 8.40 (d, J=1.6,1H), 7.66-7.64 (m, 1H), 3.68 (t, J=4.5, 4H), 3.45 (s, 2H), 2.67-2.58 (m, 4H), 2.49-2.38 (m, 8H), 1.62-1.52 (m, 4H), 1.46-1.40 (m, 2H). Reactants: C1CCOC1, Cl, COc1cc(N)c(Cl)cc1C(=O)OCC1CCN(C(=O)OC(C)(C)C)CC1, N. Yields the product COc1cc(N)c(Cl)cc1C(=O)OCC1CCNCC1. Reaction SMILES: [CH2:30]1[O:31][CH2:32][CH2:33][CH2:34]1.[ClH:29].[NH2:1][c:2]1[cH:3][c:4]([O:26][CH3:27])[c:5]([C:6](=[O:7])[O:8][CH2:9][CH:10]2[CH2:11][CH2:12][N:13]([C:16]([O:17][C:18]([CH3:19])([CH3:20])[CH3:21])=[O:22])[CH2:14][CH2:15]2)[cH:23][c:24]1[Cl:25].[NH3:28]>>[NH2:1][c:2]1[cH:3][c:4]([O:26][CH3:27])[c:5]([C:6](=[O:7])[O:8][CH2:9][CH:10]2[CH2:11][CH2:12][NH:13][CH2:14][CH2:15]2)[cH:23][c:24]1[Cl:25]. Reactants: NC1=C(C=C(C=C1)CC(=O)OC)Br (methyl 4-amino-3-bromophenylacetate), ClC1=C(C=CC=C1)N=C=O (2-chlorophenyl isocyanate). Solvent: C1CCOC1 (THF). Conditions: time 21 hour. Product: BrC=1C=C(C=CC1NC(=O)NC1=C(C=CC=C1)Cl)CC(=O)OC (methyl 3-bromo-4-[N′-(2-chlorophenyl)ureido]phenylacetate). Yield: 74.4%. Reaction SMILES: [NH2:1][C:2]1[CH:7]=[CH:6][C:5]([CH2:8][C:9]([O:11][CH3:12])=[O:10])=[CH:4][C:3]=1[Br:13].[Cl:14][C:15]1[CH:20]=[CH:19][CH:18]=[CH:17][C:16]=1[N:21]=[C:22]=[O:23]>C1COCC1>[Br:13][C:3]1[CH:4]=[C:5]([CH2:8][C:9]([O:11][CH3:12])=[O:10])[CH:6]=[CH:7][C:2]=1[NH:1][C:22]([NH:21][C:16]1[CH:17]=[CH:18][CH:19]=[CH:20][C:15]=1[Cl:14])=[O:23]. Procedure: To a mixture of methyl 4-amino-3-bromophenylacetate (587 mg, 2.40 mmol) and 2-chlorophenyl isocyanate (0.29 ml, 2.40 mmol) in THF (2 ml) was added Et3 N (33 ml, 0.24 mmol) at room temperature. After 21 h stirring, the reaction mixture was concentrated in vacuo. The residue was triturated by the addition of n-hexane to give methyl 3-bromo-4-[N′-(2-chlorophenyl)ureido]phenylacetate (710 mg, 74%) as a pale brown powder. 1H-NMR (CDCl3) δ 3.57 (s, 2H), 3.70 (s, 3H), 7.02–7.28 (m, 2H), 7.36 (d, J=6.8 ... The reactants are [Cl-], Cl, O=N[O-], N#Cc1ccc(N)cc1, [Na+], O, O, O. Yields the product N#Cc1ccc(NN)cc1. RXN SMILES: [Cl-:17].[ClH:10].[N:11]([O-:12])=[O:13].[NH2:1][c:2]1[cH:3][cH:4][c:5]([C:6]#[N:7])[cH:8][cH:9]1.[Na+:14].[OH2:15].[OH2:16].[OH2:18]>>[NH:1]([c:2]1[cH:3][cH:4][c:5]([C:6]#[N:7])[cH:8][cH:9]1)[NH2:11].